The task is: describe an organic reaction: reactants, conditions, products, and yield. This data is from the Open Reaction Database (ORD), a public repository of structured organic reaction records. Reactants: O=C([O-])[O-], CN(C)C=O, N#Cc1ccc(F)cc1, [K+], [K+], Sc1ccccc1. Yields the product N#Cc1ccc(Sc2ccccc2)cc1. RXN SMILES: [C:17](=[O:18])([O-:19])[O-:20].[CH3:23][N:24]([CH3:25])[CH:26]=[O:27].[F:1][c:2]1[cH:3][cH:4][c:5]([C:6]#[N:7])[cH:8][cH:9]1.[K+:21].[K+:22].[SH:10][c:11]1[cH:12][cH:13][cH:14][cH:15][cH:16]1>>[c:2]1([S:10][c:11]2[cH:12][cH:13][cH:14][cH:15][cH:16]2)[cH:3][cH:4][c:5]([C:6]#[N:7])[cH:8][cH:9]1. Starting materials: COC1=CC(=[N+](C=C1OC)[O-])C (4,5-dimethoxy-2-methylpyridine 1-oxide), C(C)(=O)OC(C)=O (acetic anhydride). Conditions: temperature 80 celsius, time 45 minute. Product: OCC1=NC=C(C(=C1)OC)OC (2-hydroxymethyl-4,5-dimethoxy-pyridine). Yield: 74.0%. Reaction SMILES: [CH3:1][O:2][C:3]1[C:8]([O:9][CH3:10])=[CH:7][N+:6]([O-])=[C:5]([CH3:12])[CH:4]=1.C(OC(=O)C)(=[O:15])C>>[OH:15][CH2:12][C:5]1[CH:4]=[C:3]([O:2][CH3:1])[C:8]([O:9][CH3:10])=[CH:7][N:6]=1. Procedure: 19 g of 4,5-dimethoxy-2-methylpyridine 1-oxide are metered into 60 ml of acetic anhydride, warmed to 80° C., in the course of 30 minutes in a manner such that the temperature does not rise above 100° C. After a further 45 minutes at 85° C., excess acetic anhydride is distilled off in vacuo and the oily dark residue, which essentially consists of the intermediate 2-acetoxymethyl-4,5-dimethoxypyridine is stirred with 80 ml of 2N sodium hydroxide solution at 80° C. for 1 hour. After dilution with 8... The reactants are C(#N)C=1C=C(C=CC1OC(C)C)C1=NC(=NO1)C=1C=CC2=C(CN(CCO2)CCC(=O)OCC)C1 (Ethyl 3-[7-(5-{3-cyano-4-[(1-methylethyl)oxy]phenyl}-1,2,4-oxadiazol-3-yl)-2,3-dihydro-1,4-benzoxazepin-4(5H)-yl]propanoate), [OH-].[Na+] (NaOH). Run in C(C)O (Ethanol). Conditions: time 2 hour. The product is C(#N)C=1C=C(C=CC1OC(C)C)C1=NC(=NO1)C=1C=CC2=C(CN(CCO2)CCC(=O)O)C1 (3-[7-(5-{3-Cyano-4-[(1-methylethyl)oxy]phenyl}-1,2,4-oxadiazol-3-yl)-2,3-dihydro-1,4-benzoxazepin-4(5H)-yl]propanoic acid). The yield is 9.2%. RXN SMILES: [C:1]([C:3]1[CH:4]=[C:5]([C:13]2[O:17][N:16]=[C:15]([C:18]3[CH:19]=[CH:20][C:21]4[O:27][CH2:26][CH2:25][N:24]([CH2:28][CH2:29][C:30]([O:32]CC)=[O:31])[CH2:23][C:22]=4[CH:35]=3)[N:14]=2)[CH:6]=[CH:7][C:8]=1[O:9][CH:10]([CH3:12])[CH3:11])#[N:2].[OH-].[Na+]>C(O)C>[C:1]([C:3]1[CH:4]=[C:5]([C:13]2[O:17][N:16]=[C:15]([C:18]3[CH:19]=[CH:20][C:21]4[O:27][CH2:26][CH2:25][N:24]([CH2:28][CH2:29][C:30]([OH:32])=[O:31])[CH2:23][C:22]=4[CH:35]=3)[N:14]=2)[CH:6]=[CH:7][C:8]=1[O:9][CH:10]([CH3:11])[CH3:12])#[N:2] |f:1.2|. Procedure: Ethyl 3-[7-(5-{3-cyano-4-[(1-methylethyl)oxy]phenyl}-1,2,4-oxadiazol-3-yl)-2,3-dihydro-1,4-benzoxazepin-4(5H)-yl]propanoate (Preparation 78) (0.092 g, 0.193 mmol) was dissolved in Ethanol (2 ml). Then 2N NaOH (1 ml, 2.000 mmol) was added and the reaction mixture left standing at RT for 2 hours. Ethanol was removed by evaporation and the resulting residue dissolved in EtOAc and water, acidified with acetic acid and the layers separated. Solid separated from the aqueous phase and was filtered off ... The reactants are CN(CC1CN(C(=O)OC(C)(C)C)C1)C1CCOC1, ClCCl, O=C(O)C(F)(F)F. Product: CN(CC1CNC1)C1CCOC1. As a reaction SMILES: [C:8]([O:9][C:10](=[O:11])[N:15]1[CH2:16][CH:17]([CH2:19][N:20]([CH:21]2[CH2:22][O:23][CH2:24][CH2:25]2)[CH3:26])[CH2:18]1)([CH3:12])([CH3:13])[CH3:14].[Cl:27][CH2:28][Cl:29].[OH:1][C:2]([C:3]([F:4])([F:5])[F:6])=[O:7]>>[NH:15]1[CH2:16][CH:17]([CH2:19][N:20]([CH:21]2[CH2:22][O:23][CH2:24][CH2:25]2)[CH3:26])[CH2:18]1. Starting materials: Cc1ccc2cnccc2c1[N+](=O)[O-], ClCCl, O=C(OO)c1cccc(Cl)c1. Yields the product Cc1ccc2c[n+]([O-])ccc2c1[N+](=O)[O-]. Reaction SMILES: [CH3:1][c:2]1[c:3]([N+:12](=[O:13])[O-:14])[c:4]2[cH:5][cH:6][n:7][cH:8][c:9]2[cH:10][cH:11]1.[Cl:26][CH2:27][Cl:28].[OH:15][O:16][C:17]([c:18]1[cH:19][c:20]([Cl:21])[cH:22][cH:23][cH:24]1)=[O:25]>>[CH3:1][c:2]1[c:3]([N+:12](=[O:13])[O-:14])[c:4]2[cH:5][cH:6][n+:7]([O-:15])[cH:8][c:9]2[cH:10][cH:11]1. The reactants are BrC#N (BrCN), CC(=O)[O-].[K+] (KOAc), NC1=CC=CC=C1 (aniline). Solvent: CO (MeOH), CO (MeOH). Reaction conditions: time 3 hour. Product: C1(=CC=CC=C1)NC#N (N-phenylcyanamide). Reaction SMILES: Br[C:2]#[N:3].CC([O-])=O.[K+].[NH2:9][C:10]1[CH:15]=[CH:14][CH:13]=[CH:12][CH:11]=1>CO>[C:10]1([NH:9][C:2]#[N:3])[CH:15]=[CH:14][CH:13]=[CH:12][CH:11]=1 |f:1.2|. Procedure: To a solution of BrCN (0.11 g, 1.1 mmol) in MeOH (10 mL) at 0° C. was added solid KOAc (0.32 g, 3.3 mmol) and a solution of aniline (0.1 mL, 1.1 mmol) in MeOH (1 mL). The reaction was stirred for 3 hours then partitioned with water (15 mL) and dichloromethane (25 mL). The organic layer was separated, washed with brine, dried over magnesium sulfate, filtered and reduced to dryness to afford N-phenylcyanamide, which was immediately used without purification. The reactants are CO, COc1ccccc1COCCCOc1ccc(C2CCN(C(=O)OC(C)(C)C)CC2OCc2ccc3c(c2)N(CCN=[N+]=[N-])CC3(C)C)cc1, N, C1CCOC1, O, c1ccc(P(c2ccccc2)c2ccccc2)cc1. Product: COc1ccccc1COCCCOc1ccc(C2CCN(C(=O)OC(C)(C)C)CC2OCc2ccc3c(c2)N(CCN)CC3(C)C)cc1. Reaction SMILES: [CH3:78][OH:79].[N:1](=[N+:2]=[N-:3])[CH2:4][CH2:5][N:6]1[CH2:7][C:8]([CH3:50])([CH3:51])[c:9]2[cH:10][cH:11][c:12]([CH2:15][O:16][CH:17]3[CH2:18][N:19]([C:43](=[O:44])[O:45][C:46]([CH3:47])([CH3:48])[CH3:49])[CH2:20][CH2:21][CH:22]3[c:23]3[cH:24][cH:25][c:26]([O:29][CH2:30][CH2:31][CH2:32][O:33][CH2:34][c:35]4[c:36]([O:41][CH3:42])[cH:37][cH:38][cH:39][cH:40]4)[cH:27][cH:28]3)[cH:13][c:14]21.[NH3:52].[O:72]1[CH2:73][CH2:74][CH2:75][CH2:76]1.[OH2:77].[c:53]1([P:54]([c:55]2[cH:56][cH:57][cH:58][cH:59][cH:60]2)[c:61]2[cH:62][cH:63][cH:64][cH:65][cH:66]2)[cH:67][cH:68][cH:69][cH:70][cH:71]1>>[NH2:1][CH2:4][CH2:5][N:6]1[CH2:7][C:8]([CH3:50])([CH3:51])[c:9]2[cH:10][cH:11][c:12]([CH2:15][O:16][CH:17]3[CH2:18][N:19]([C:43](=[O:44])[O:45][C:46]([CH3:47])([CH3:48])[CH3:49])[CH2:20][CH2:21][CH:22]3[c:23]3[cH:24][cH:25][c:26]([O:29][CH2:30][CH2:31][CH2:32][O:33][CH2:34][c:35]4[c:36]([O:41][CH3:42])[cH:37][cH:38][cH:39][cH:40]4)[cH:27][cH:28]3)[cH:13][c:14]21. Reactants: [N+](=O)([O-])C1=C(C=CC=C1)C=1NC=CN1 (2-(2-nitrophenyl)-1H-imidazole), CI (CH3I), [H-].[Na+] (NaH), N#N (N2). Procedure: Under N2, 9.5 g of 2-(2-nitrophenyl)-1H-imidazole in a solution of 100 ml dimethylformamide and 25 ml of anhydrous tetrahydrofuran cooled to 0°-5° C., was treated with 2.3 g of a 50% mineral oil dispersion of NaH. After the N2 evolution ceased, 8.5 g of CH3I was added dropwise over a period of 15 minutes maintaining the temperature at 0°-5°. The reaction mixture was allowed to warm to ambient temperature and then stirred for two hours. The reaction mixture was then poured into water. The aqueous... Yields the product CN1C(=NC=C1)C1=C(C=CC=C1)[N+](=O)[O-] (1-Methyl-2-(2-nitrophenyl)-1H-imidazole). Conditions: time 2 hour. The solvent is O1CCCC1 (tetrahydrofuran), CN(C=O)C (dimethylformamide), O (water). As a reaction SMILES: [N+:1]([C:4]1[CH:9]=[CH:8][CH:7]=[CH:6][C:5]=1[C:10]1[NH:11][CH:12]=[CH:13][N:14]=1)([O-:3])=[O:2].[H-].[Na+].N#N.[CH3:19]I>O.O1CCCC1.CN(C)C=O>[CH3:19][N:14]1[CH:13]=[CH:12][N:11]=[C:10]1[C:5]1[CH:6]=[CH:7][CH:8]=[CH:9][C:4]=1[N+:1]([O-:3])=[O:2] |f:1.2|. Reactants: ClCCl, Nc1ccc(-c2cccc3cnccc23)c(F)c1, CN(C)C=O, Cc1c(C(=O)O)c(=O)n(-c2ccccc2)n1CC(C)O. Product: Cc1c(C(=O)Nc2ccc(-c3cccc4cnccc34)c(F)c2)c(=O)n(-c2ccccc2)n1CC(C)O. RXN SMILES: [Cl:44][CH2:45][Cl:46].[F:1][c:2]1[cH:3][c:4]([NH2:18])[cH:5][cH:6][c:7]1-[c:8]1[c:9]2[cH:10][cH:11][n:12][cH:13][c:14]2[cH:15][cH:16][cH:17]1.[O:39]=[CH:40][N:41]([CH3:42])[CH3:43].[OH:19][CH:20]([CH2:21][n:22]1[n:23](-[c:32]2[cH:33][cH:34][cH:35][cH:36][cH:37]2)[c:24](=[O:31])[c:25]([C:28](=[O:29])[OH:30])[c:26]1[CH3:27])[CH3:38]>>[F:1][c:2]1[cH:3][c:4]([NH:18][C:28]([c:25]2[c:24](=[O:31])[n:23](-[c:32]3[cH:33][cH:34][cH:35][cH:36][cH:37]3)[n:22]([CH2:21][CH:20]([OH:19])[CH3:38])[c:26]2[CH3:27])=[O:29])[cH:5][cH:6][c:7]1-[c:8]1[c:9]2[cH:10][cH:11][n:12][cH:13][c:14]2[cH:15][cH:16][cH:17]1. Starting materials: CS(=O)(=O)C1=NC(=C(C(=N1)OCC1=CC(=C(C=C1)F)F)C1=CC=C(C=C1)Cl)C1=C(C=C(C=C1)Cl)Cl (2-(Methylsulfonyl)-4-(3,4-difluorobenzyloxy)-5-[4-chlorophenyl]-6-[2,4-dichlorophenyl]pyrimidine), C(C)NCC (diethylamine). Solvent: C1CCOC1 (THF). The product is C(C)N(CC)C1=NC(=C(C(=N1)OCC1=CC(=C(C=C1)F)F)C1=CC=C(C=C1)Cl)C1=C(C=C(C=C1)Cl)Cl (2-(N,N-Diethylamino)-4-(3,4-difluorobenzyloxy)-5-(4-chlorophenyl)-6-(2,4-dichlorophenyl)pyrimidin). As a reaction SMILES: CS([C:5]1[N:10]=[C:9]([O:11][CH2:12][C:13]2[CH:18]=[CH:17][C:16]([F:19])=[C:15]([F:20])[CH:14]=2)[C:8]([C:21]2[CH:26]=[CH:25][C:24]([Cl:27])=[CH:23][CH:22]=2)=[C:7]([C:28]2[CH:33]=[CH:32][C:31]([Cl:34])=[CH:30][C:29]=2[Cl:35])[N:6]=1)(=O)=O.[CH2:36]([NH:38][CH2:39][CH3:40])[CH3:37]>C1COCC1>[CH2:36]([N:38]([C:5]1[N:10]=[C:9]([O:11][CH2:12][C:13]2[CH:18]=[CH:17][C:16]([F:19])=[C:15]([F:20])[CH:14]=2)[C:8]([C:21]2[CH:26]=[CH:25][C:24]([Cl:27])=[CH:23][CH:22]=2)=[C:7]([C:28]2[CH:33]=[CH:32][C:31]([Cl:34])=[CH:30][C:29]=2[Cl:35])[N:6]=1)[CH2:39][CH3:40])[CH3:37]. Procedure: 2-(Methylsulfonyl)-4-(3,4-difluorobenzyloxy)-5-[4-chlorophenyl]-6-[2,4-dichlorophenyl]pyrimidine (Reference Example 6, 55 mg, 0.10 mmol) was treated with excess diethylamine in THF according to the same general procedure described in Example 31, Step A. Workup (solvent removal under reduced pressure) and flash column chromatography on silica gel (eluted with 87/13 hexanes/ethyl acetate) afforded the title compound. HPLC/MS: m/e=550 (M++1); Rt=4.48 min. 1H-NMR 500 MHz (CDCl3): δ 1.23 (t, J=7 Hz, ...